This data is from the Open Reaction Database (ORD), a public repository of structured organic reaction records. The task is: describe an organic reaction: reactants, conditions, products, and yield Starting materials: C(=O)C1=C(C=CC=C1I)N1N=C(C(=C1)C#N)NC1=CC=C(C=C1)C(=O)N1CCOCC1 (1-(2-Formyl-3-iodophenyl)-3-(4-(morpholine-4-carbonyl)phenylamino)-1H-pyrazole-4-carbonitrile), C([O-])(O)=O.[Na+] (sodium bicarbonate), C(C)(C)(C)C=1C=C2C=NNC(C2=C(C1)F)=O (6-tert-butyl-8-fluorophthalazin-1(2H)-one), cuprous iodide. The solvent is CS(=O)C (DMSO). Reaction conditions: time 1 hour. Product: C(C)(C)(C)C=1C=C2C=NN(C(C2=C(C1)F)=O)C=1C(=C(C=CC1)N1N=C(C(=C1)C#N)NC1=CC=C(C=C1)C(=O)N1CCOCC1)C=O (1-[3-(6-tert-butyl-8-fluoro-1-oxo-1H-phthalazin-2-yl)-2-formyl-phenyl]-3-[4-(morpholine-4-carbonyl)-phenylamino]-1H-pyrazole-4-carbonitrile). The yield is 40.0%. RXN SMILES: [CH:1]([C:3]1[C:8](I)=[CH:7][CH:6]=[CH:5][C:4]=1[N:10]1[CH:14]=[C:13]([C:15]#[N:16])[C:12]([NH:17][C:18]2[CH:23]=[CH:22][C:21]([C:24]([N:26]3[CH2:31][CH2:30][O:29][CH2:28][CH2:27]3)=[O:25])=[CH:20][CH:19]=2)=[N:11]1)=[O:2].[C:32]([C:36]1[CH:37]=[C:38]2[C:43](=[C:44]([F:46])[CH:45]=1)[C:42](=[O:47])[NH:41][N:40]=[CH:39]2)([CH3:35])([CH3:34])[CH3:33].C(=O)(O)[O-].[Na+]>CS(C)=O>[C:32]([C:36]1[CH:37]=[C:38]2[C:43](=[C:44]([F:46])[CH:45]=1)[C:42](=[O:47])[N:41]([C:8]1[C:3]([CH:1]=[O:2])=[C:4]([N:10]3[CH:14]=[C:13]([C:15]#[N:16])[C:12]([NH:17][C:18]4[CH:23]=[CH:22][C:21]([C:24]([N:26]5[CH2:31][CH2:30][O:29][CH2:28][CH2:27]5)=[O:25])=[CH:20][CH:19]=4)=[N:11]3)[CH:5]=[CH:6][CH:7]=1)[N:40]=[CH:39]2)([CH3:35])([CH3:33])[CH3:34] |f:2.3|. Procedure details: 1-(2-Formyl-3-iodophenyl)-3-(4-(morpholine-4-carbonyl)phenylamino)-1H-pyrazole-4-carbonitrile (115 mg, 0.218 mmol), 6-tert-butyl-8-fluorophthalazin-1(2H)-one (48 mg, 0.218 mmol), cuprous iodide (41.5 mg, 0.218 mmol) and sodium bicarbonate (36.6 mg, 0.436 mmol) were combined in 2 mL of DMSO. The mixture was thoroughly degassed with argon and stirred in an oil bath preheated to 100° C. for 1 hr. The mixture was extracted with dichloromethane and water. The organic layer was washed with brine, drie... Starting materials: Cc1cc(N(Cc2ccc(C(F)(F)F)cc2)C(=O)OC(C)(C)C)cc(C)c1[N+](=O)[O-], CC(=O)O, CCO, [Zn]. The product is Cc1cc(N(Cc2ccc(C(F)(F)F)cc2)C(=O)OC(C)(C)C)cc(C)c1N. RXN SMILES: [C:1]([CH3:2])([CH3:3])([CH3:4])[O:5][C:6]([N:7]([CH2:8][c:9]1[cH:10][cH:11][c:12]([C:15]([F:16])([F:17])[F:18])[cH:13][cH:14]1)[c:19]1[cH:20][c:21]([CH3:29])[c:22]([N+:26]([O-:27])=[O:28])[c:23]([CH3:25])[cH:24]1)=[O:30].[CH3:31][C:32](=[O:33])[OH:34].[CH3:35][CH2:36][OH:37].[Zn:38]>>[C:1]([CH3:2])([CH3:3])([CH3:4])[O:5][C:6]([N:7]([CH2:8][c:9]1[cH:10][cH:11][c:12]([C:15]([F:16])([F:17])[F:18])[cH:13][cH:14]1)[c:19]1[cH:20][c:21]([CH3:29])[c:22]([NH2:26])[c:23]([CH3:25])[cH:24]1)=[O:30]. Starting materials: O=C(CCCCl)NCC=CCOc1cc(CN2CCCCC2)ccn1, Sc1ccncc1. The product is O=C(CCCSc1ccncc1)NCC=CCOc1cc(CN2CCCCC2)ccn1. As a reaction SMILES: [N:1]1([CH2:7][c:8]2[cH:9][c:10]([O:14][CH2:15][CH:16]=[CH:17][CH2:18][NH:19][C:20]([CH2:21][CH2:22][CH2:23][Cl:24])=[O:25])[n:11][cH:12][cH:13]2)[CH2:2][CH2:3][CH2:4][CH2:5][CH2:6]1.[SH:26][c:27]1[cH:28][cH:29][n:30][cH:31][cH:32]1>>[N:1]1([CH2:7][c:8]2[cH:9][c:10]([O:14][CH2:15][CH:16]=[CH:17][CH2:18][NH:19][C:20]([CH2:21][CH2:22][CH2:23][S:26][c:27]3[cH:28][cH:29][n:30][cH:31][cH:32]3)=[O:25])[n:11][cH:12][cH:13]2)[CH2:2][CH2:3][CH2:4][CH2:5][CH2:6]1. Starting materials: O=C([O-])O, ClCCl, COc1c(OCCCC(F)(F)F)ccnc1[SH](C)c1nc2ccccc2[nH]1, CN(C)C=O, O=C(OO)c1cccc(Cl)c1, [Na+]. Product: COc1c(OCCCC(F)(F)F)ccnc1[SH](C)(=O)c1nc2ccccc2[nH]1. Reaction SMILES: [C:44](=[O:45])([OH:46])[O-:47].[CH2:49]([Cl:50])[Cl:51].[CH3:12][O:13][c:14]1[c:15]([SH:28]([CH3:29])[c:30]2[n:31][c:32]3[c:33]([nH:34]2)[cH:35][cH:36][cH:37][cH:38]3)[n:16][cH:17][cH:18][c:19]1[O:20][CH2:21][CH2:22][CH2:23][C:24]([F:25])([F:26])[F:27].[CH3:39][N:40]([CH3:41])[CH:42]=[O:43].[Cl:1][c:2]1[cH:3][cH:4][cH:5][c:6]([C:7]([O:8][OH:10])=[O:9])[cH:11]1.[Na+:48]>>[O:9]=[SH:28]([c:15]1[c:14]([O:13][CH3:12])[c:19]([O:20][CH2:21][CH2:22][CH2:23][C:24]([F:25])([F:26])[F:27])[cH:18][cH:17][n:16]1)([CH3:29])[c:30]1[nH:31][c:32]2[c:33]([n:34]1)[cH:35][cH:36][cH:37][cH:38]2. Starting materials: C(CCCCCCCCCCCCCCCCC)O (1-octadecanol), NC1=CC=C(C(=O)OCC)C=C1 (ethyl 4-aminobenzoate), C1(=CC=C(C=C1)S(=O)(=O)O)C (p-toluenesulfonic acid). Run in xylenes. Run at temperature 140 celsius. The product is C(CCCCCCCCCCCCCCCCC)OC(C1=CC=C(C=C1)N)=O (Octadecyl-4-Aminobenzoate). Yield: 121.9%. Reaction SMILES: [CH2:1]([OH:19])[CH2:2][CH2:3][CH2:4][CH2:5][CH2:6][CH2:7][CH2:8][CH2:9][CH2:10][CH2:11][CH2:12][CH2:13][CH2:14][CH2:15][CH2:16][CH2:17][CH3:18].[NH2:20][C:21]1[CH:31]=[CH:30][C:24]([C:25](OCC)=[O:26])=[CH:23][CH:22]=1.C1(C)C=CC(S(O)(=O)=O)=CC=1>>[CH2:1]([O:19][C:25](=[O:26])[C:24]1[CH:30]=[CH:31][C:21]([NH2:20])=[CH:22][CH:23]=1)[CH2:2][CH2:3][CH2:4][CH2:5][CH2:6][CH2:7][CH2:8][CH2:9][CH2:10][CH2:11][CH2:12][CH2:13][CH2:14][CH2:15][CH2:16][CH2:17][CH3:18]. Reported procedure: A 1-liter round bottom flask was fitted with a reflux condenser, Dean Stark trap and heating mantle and charged with 54 g (0.20 mole) of 1-octadecanol, 33 g (0.20 mole) ethyl 4-aminobenzoate, 8 g of p-toluenesulfonic acid and 500 ml of mixed xylenes. The flask was flushed with nitrogen and sealed under a nitrogen balloon. The reaction system was heated to reflux with a pot temperature of about 140° C. and allowed to reflux for about 1/2 hour before a 25 ml-aliquot of xylenes-ethanol mixture was ...